Task: describe an organic reaction: reactants, conditions, products, and yield. Dataset: the Open Reaction Database (ORD), a public repository of structured organic reaction records Reactants: O=C1NC(=O)c2ccccc21, CC(C)Cn1c(CCl)c(-c2ccccc2F)c2cc(OCc3ccccc3)ccc2c1=O, CN(C)C=O, [K], O. The product is CC(C)Cn1c(CN2C(=O)c3ccccc3C2=O)c(-c2ccccc2F)c2cc(OCc3ccccc3)ccc2c1=O. RXN SMILES: [C:33]1(=[O:43])[c:34]2[c:35]([cH:39][cH:40][cH:41][cH:42]2)[C:36](=[O:38])[NH:37]1.[CH2:1]([c:2]1[cH:3][cH:4][cH:5][cH:6][cH:7]1)[O:8][c:9]1[cH:10][c:11]2[c:12](-[c:26]3[c:27]([F:32])[cH:28][cH:29][cH:30][cH:31]3)[c:13]([CH2:24][Cl:25])[n:14]([CH2:20][CH:21]([CH3:22])[CH3:23])[c:15](=[O:19])[c:16]2[cH:17][cH:18]1.[CH3:46][N:47]([CH3:48])[CH:49]=[O:50].[K:44].[OH2:45]>>[CH2:1]([c:2]1[cH:3][cH:4][cH:5][cH:6][cH:7]1)[O:8][c:9]1[cH:10][c:11]2[c:12](-[c:26]3[c:27]([F:32])[cH:28][cH:29][cH:30][cH:31]3)[c:13]([CH2:24][N:37]3[C:33](=[O:43])[c:34]4[c:35]([cH:39][cH:40][cH:41][cH:42]4)[C:36]3=[O:38])[n:14]([CH2:20][CH:21]([CH3:22])[CH3:23])[c:15](=[O:19])[c:16]2[cH:17][cH:18]1.